From a dataset of the Open Reaction Database (ORD), a public repository of structured organic reaction records. describe an organic reaction: reactants, conditions, products, and yield Run in N1=CC=CC=C1 (pyridine). Procedure: 2-Methoxy-5-(diethylaminomethyl)benzyl alcohol (British Patent Specification No. 594624) is treated with thionyl chloride to give the benzyl chloride and this is reacted with cysteamine and sodium ethoxide in ethanol to give 2-(2-methoxy-5-(diethylaminomethyl)benzylthio)ethylamine. This amine is heated under reflux for 40 hours in dry pyridine with 5-(6-methyl-3-pyridylmethyl)-2-methylthio-4-pyrimidone to give 2-[2-(2-methoxy-5-(diethylaminomethyl)benzylthio)ethylamino]-5-(6-methyl-3-pyridylmeth... Yields the product COC1=C(CSCCNC2=NC=C(C(N2)=O)CC=2C=NC(=CC2)C)C=C(C=C1)CN(CC)CC (2-[2-(2-methoxy-5-(diethylaminomethyl)benzylthio)ethylamino]-5-(6-methyl-3-pyridylmethyl)-4-pyrimidone). As a reaction SMILES: [CH3:1][O:2][C:3]1[CH:13]=[CH:12][C:11]([CH2:14][N:15]([CH2:18][CH3:19])[CH2:16][CH3:17])=[CH:10][C:4]=1[CH2:5][S:6][CH2:7][CH2:8][NH2:9].[CH3:20][C:21]1[N:26]=[CH:25][C:24]([CH2:27][C:28]2[C:29](=[O:36])[NH:30][C:31](SC)=[N:32][CH:33]=2)=[CH:23][CH:22]=1>N1C=CC=CC=1>[CH3:1][O:2][C:3]1[CH:13]=[CH:12][C:11]([CH2:14][N:15]([CH2:18][CH3:19])[CH2:16][CH3:17])=[CH:10][C:4]=1[CH2:5][S:6][CH2:7][CH2:8][NH:9][C:31]1[NH:30][C:29](=[O:36])[C:28]([CH2:27][C:24]2[CH:25]=[N:26][C:21]([CH3:20])=[CH:22][CH:23]=2)=[CH:33][N:32]=1. Reactants: CC1=CC=C(C=N1)CC=1C(NC(=NC1)SC)=O (5-(6-methyl-3-pyridylmethyl)-2-methylthio-4-pyrimidone), COC1=C(CSCCN)C=C(C=C1)CN(CC)CC (2-(2-methoxy-5-(diethylaminomethyl)benzylthio)ethylamine). Starting materials: CC[Mg+].[Br-] (EtMgBr), CON(C(=O)C=1C=C2C=NNC2=CC1)C (N-methoxy-N-methyl-1H-indazole-5-carboxamide). Run in C1CCOC1 (THF). Reaction conditions: time 2 hour. Yields the product N1N=CC2=CC(=CC=C12)C(CC)=O (1-(1H-indazol-5-yl)propan-1-one). Isolated yield 95.0%. As a reaction SMILES: [CH3:1][CH2:2][Mg+].[Br-].CON(C)[C:8]([C:10]1[CH:11]=[C:12]2[C:16](=[CH:17][CH:18]=1)[NH:15][N:14]=[CH:13]2)=[O:9]>C1COCC1>[NH:15]1[C:16]2[C:12](=[CH:11][C:10]([C:8](=[O:9])[CH2:2][CH3:1])=[CH:18][CH:17]=2)[CH:13]=[N:14]1 |f:0.1|. Reported procedure: EtMgBr (3 M, 2.0 eq, 6.5 mL) was added to a solution of N-methoxy-N-methyl-1H-indazole-5-carboxamide (2 g, 1.0 eq) in dry THF at 0° C. Once addition was complete, the mixture was stirred for 2 h, and extracted by EtOAc. The extract was dried, concentrated, and purified by column chromatography with petroleum ether:EtOAc=1:1 to give the desired product (1.8 g, 95%). 1H NMR (400 MHz, CDCl3) δ 11.20 (s, 1H), 8.45 (s, 1H), 8.22 (s, 1H), 8.06 (d, J=8.0 Hz, 1H), 7.27 (d, J=8.0 Hz, 1H), 3.08 (q, J=7.6 ...